Task: describe an organic reaction: reactants, conditions, products, and yield. Dataset: the Open Reaction Database (ORD), a public repository of structured organic reaction records Reactants: CCCCCCCCCCCCOc1cnc(-c2ccc(C(=O)O)cc2)nc1, O=S(Cl)Cl. Yields the product CCCCCCCCCCCCOc1cnc(-c2ccc(C(=O)O)cc2)nc1, [Cl-]. Reaction SMILES: [CH2:1]([CH2:2][CH2:3][CH2:4][CH2:5][CH2:6][CH2:7][CH2:8][CH2:9][CH2:10][CH2:11][CH3:12])[O:13][c:14]1[cH:15][n:16][c:17](-[c:20]2[cH:21][cH:22][c:23]([C:24](=[O:25])[OH:26])[cH:27][cH:28]2)[n:18][cH:19]1.[S:29]([Cl:30])([Cl:31])=[O:32]>>[CH2:1]([CH2:2][CH2:3][CH2:4][CH2:5][CH2:6][CH2:7][CH2:8][CH2:9][CH2:10][CH2:11][CH3:12])[O:13][c:14]1[cH:15][n:16][c:17](-[c:20]2[cH:21][cH:22][c:23]([C:24](=[O:25])[OH:26])[cH:27][cH:28]2)[n:18][cH:19]1.[Cl-:31]. Reactants: Cl.Cl.NCC=1NC2=C(N1)C=CC=C2 (2-aminomethylbenzimidazole dihydrochloride), C(C)(=O)[O-].[Na+] (sodium acetate), C(C)(=O)O[BH-](OC(C)=O)OC(C)=O.[Na+] (sodium triacetoxyborohydride), ClC1=CC=C(CC2C3CC(C(C2)CC3)O)C=C1 (5-(4-chloro-benzyl)-bicyclo[2.2.2]octan-2-ol). Solvent: ClCCCl (1,2-dichloroetharie), C(Cl)(Cl)Cl (chloroform). Conditions: time 8 hour. Product: N1C(=NC2=C1C=CC=C2)CNC2C1CC(C(C2)CC1)CC1=CC=C(C=C1)Cl ((1H-benzimidazol-2-ylmethyl)-[5-(4-chloro-benzyl)-bicyclo[2.2.2]oct-2-yl]-amine). As a reaction SMILES: [Cl:1][C:2]1[CH:17]=[CH:16][C:5]([CH2:6][CH:7]2[CH2:12][CH:11]3[CH2:13][CH2:14][CH:8]2[CH2:9][CH:10]3O)=[CH:4][CH:3]=1.Cl.Cl.[NH2:20][CH2:21][C:22]1[NH:23][C:24]2[CH:30]=[CH:29][CH:28]=[CH:27][C:25]=2[N:26]=1.C([O-])(=O)C.[Na+].C(O[BH-](OC(=O)C)OC(=O)C)(=O)C.[Na+]>C(Cl)(Cl)Cl.ClCCCl>[NH:23]1[C:24]2[CH:30]=[CH:29][CH:28]=[CH:27][C:25]=2[N:26]=[C:22]1[CH2:21][NH:20][CH:10]1[CH2:9][CH:8]2[CH2:14][CH2:13][CH:11]1[CH2:12][CH:7]2[CH2:6][C:5]1[CH:16]=[CH:17][C:2]([Cl:1])=[CH:3][CH:4]=1 |f:1.2.3,4.5,6.7|. Reported procedure: Example 6 was prepared in a similar manner to Examples 4 and 5 above. A mixture of 250 mg of 3:1 mixture of exo and endo 5-(4-chloro-benzyl)-bicyclo[2.2.2]octan-2-one was prepared from 5-acetoxy-5-cyanobicyclo[2.2.2]octan-2-one in three sequential steps without isolating intermediate products. The first two steps were similar to those described in Steps 1 and 2 of Example 4 above, sequential treatment with sodium borohydride in ethanol, sodium hydroxide, formed 5-hydroxy-bicyclo[2.2.2]octan-2-on... As a reaction SMILES: [CH3:1][N:2]1[C:6]([S:7][C:8]2[C:17](=[O:18])[C:16]3[C:11](=[CH:12][CH:13]=[CH:14][CH:15]=3)[C:10](=[N:19][S:20]([C:23]3[S:24][CH:25]=[CH:26][CH:27]=3)(=[O:22])=[O:21])[CH:9]=2)=[N:5][N:4]=[N:3]1.ClC1C=C(S(N=C2C3C(=CC=CC=3)C(=O)C(Cl)=C2)(=O)=O)SC=1Cl.S[CH2:52][CH2:53][C:54]([NH:56][CH:57]1[CH2:59][CH2:58]1)=[O:55]>>[CH:57]1([NH:56][C:54](=[O:55])[CH2:53][CH2:52][S:7][C:8]2[C:17](=[O:18])[C:16]3[C:11]([C:10](=[N:19][S:20]([C:23]4[S:24][CH:25]=[CH:26][CH:27]=4)(=[O:22])=[O:21])[CH:9]=2)=[CH:12][CH:13]=[CH:14][CH:15]=3)[CH2:59][CH2:58]1.[CH3:1][N:2]1[C:6]([S:7][C:8]2[C:17](=[O:18])[C:16]3[C:11](=[CH:12][CH:13]=[CH:14][CH:15]=3)[C:10](=[N:19][S:20]([C:23]3[S:24][CH:25]=[CH:26][CH:27]=3)(=[O:22])=[O:21])[CH:9]=2)=[N:5][N:4]=[N:3]1. Yield: 37.0%. Product: C1(CC1)NC(CCSC=1C(C2=CC=CC=C2C(C1)=NS(=O)(=O)C=1SC=CC1)=O)=O (N-cyclopropyl-3-(1-oxo-4-(thiophen-2-ylsulfonylimino)-1,4-dihydronaphthalen-2-ylthio)propanamide), CN1N=NN=C1SC1=CC(C2=CC=CC=C2C1=O)=NS(=O)(=O)C=1SC=CC1 (N-(3-(1-methyl-1H-tetrazol-5-ylthio)-4-oxonaphthalen-1(4H)-ylidene)thiophene-2-sulfonamide). Reported procedure: N-cyclopropyl-3-(1-oxo-4-(thiophen-2-ylsulfonylimino)-1,4-dihydronaphthalen-2-ylthio)propanamide (13h) was prepared according to the procedure for 13d except using 4,5-dichloro-N-(3-chloro-4-oxonaphthalen-1(4H)-ylidene)thiophenesulfonamide (12c) and 3-mercapto-N-cyclopropylpropanamide ( ), which afforded the title compound 20 mg (37%) as a yellow solid, m.p.: ° C. Reactants: SCCC(=O)NC1CC1 (3-mercapto-N-cyclopropylpropanamide), CN1N=NN=C1SC1=CC(C2=CC=CC=C2C1=O)=NS(=O)(=O)C=1SC=CC1 (N-(3-(1-methyl-1H-tetrazol-5-ylthio)-4-oxonaphthalen-1(4H)-ylidene)thiophene-2-sulfonamide), ClC=1C=C(SC1Cl)S(=O)(=O)N=C1C=C(C(C2=CC=CC=C12)=O)Cl (4,5-dichloro-N-(3-chloro-4-oxonaphthalen-1(4H)-ylidene)thiophene-2-sulfonamide). The reactants are C(C=O)(=O)OC (methyl glyoxylate), CN(C(=O)OC=CC=C)C (1-dimethylaminocarbonyloxy-1,3-butadiene). Solvent: C(O)([O-])=O.[Na+] (sodium hydrogencarbonate). Run at temperature -70 celsius, time 10 hour. Product: COC(=O)C1CC=CC(O1)OC(=O)N(C)C (6-methoxycarbonyl-2-dimethylaminocarbonyloxy-5,6-dihydropyran). The yield is 36.0%. RXN SMILES: [C:1]([O:5][CH3:6])(=[O:4])[CH:2]=[O:3].[CH3:7][N:8]([CH3:16])[C:9]([O:11][CH:12]=[CH:13][CH:14]=[CH2:15])=[O:10]>C(=O)([O-])O.[Na+]>[CH3:6][O:5][C:1]([CH:2]1[O:3][CH:12]([O:11][C:9]([N:8]([CH3:16])[CH3:7])=[O:10])[CH:13]=[CH:14][CH2:15]1)=[O:4] |f:2.3|. Procedure details: In the same manner as in Example 1, a solution of an (R)-binaphthol-dichlorotitanium complex was obtained. This solution was cooled to -70° C. in a dry ice-acetone bath. To this solution were successively added 88 mg (1 mmole) of methyl glyoxylate and 282 mg (2 mmole) of 1-dimethylaminocarbonyloxy-1,3-butadiene. Reaction was then allowed to proceed at -30° C. for 10 hours, and 10 ml of a sodium hydrogencarbonate aqueous solution was added to the reaction mixture to terminate the reaction. This r... Reactants: Br.Br.COC([C@@H](NC([C@@H](N)CC1=CC=CC=C1)=O)CC1=CNC=N1)=O (L-Phenylalanyl-L-histidine methyl ester dihydrobromide), C1(CCC(N1OC([C@@H](NC(=O)OC(C)(C)C)CC1=CC=CC=C1)=O)=O)=O (N-tert-butoxycarbonyl-L-phenylalanine succinimido ester), C(C)(=O)OCC (Ethyl acetate). The solvent is CN(C=O)C (dimethylformamide), C(C)N(CC)CC (triethylamine). Reaction conditions: time 8 hour. The product is COC([C@@H](NC([C@@H](NC([C@@H](NC(=O)OC(C)(C)C)CC1=CC=CC=C1)=O)CC1=CC=CC=C1)=O)CC1=CNC=N1)=O (N-tert-butoxycarbonyl-L-phenylalanyl-L-phenylalanyl-L-histidine methyl ester). Yield: 72.7%. RXN SMILES: Br.Br.[CH3:3][O:4][C:5](=[O:25])[C@H:6]([CH2:19][C:20]1[N:24]=[CH:23][NH:22][CH:21]=1)[NH:7][C:8](=[O:18])[C@H:9]([CH2:11][C:12]1[CH:17]=[CH:16][CH:15]=[CH:14][CH:13]=1)[NH2:10].C1(=O)N([O:31][C:32](=O)[C@H:33]([CH2:42][C:43]2[CH:48]=[CH:47][CH:46]=[CH:45][CH:44]=2)[NH:34][C:35]([O:37][C:38]([CH3:41])([CH3:40])[CH3:39])=[O:36])C(=O)CC1.C(OCC)(=O)C>CN(C)C=O.C(N(CC)CC)C>[CH3:3][O:4][C:5](=[O:25])[C@H:6]([CH2:19][C:20]1[N:24]=[CH:23][NH:22][CH:21]=1)[NH:7][C:8](=[O:18])[C@H:9]([CH2:11][C:12]1[CH:17]=[CH:16][CH:15]=[CH:14][CH:13]=1)[NH:10][C:32](=[O:31])[C@H:33]([CH2:42][C:43]1[CH:48]=[CH:47][CH:46]=[CH:45][CH:44]=1)[NH:34][C:35]([O:37][C:38]([CH3:41])([CH3:39])[CH3:40])=[O:36] |f:0.1.2|. Procedure details: L-Phenylalanyl-L-histidine methyl ester dihydrobromide(1.75 g) is dissolved in a mixture of dimethylformamide (10 ml) and triethylamine(1.4 ml), and N-tert-butoxycarbonyl-L-phenylalanine succinimido ester (1.34 g) is added thereto. The mixture is stirred at room temperature overnight. Ethyl acetate is added to the mixture, and insoluble materials are filtered off. The filtrate is washed with an aqueous sodium bicarbonate solution, and an aqueous sodium chloride solution is added thereto. The pre... Starting materials: COC=1C=C(C=CC1OC)C=CC(=O)C1=CC(=CC=C1)O (3,4-Dimethoxy-3'-hydroxy chalcone), C1=CC2=C(C=C1C=O)OCO2 (piperonal), Crude solids. The product is OC=1C=C(C(C=CC2=CC3=C(C=C2)OCO3)=O)C=CC1 (3'-Hydroxy-3,4-methylenedioxy chalcone). RXN SMILES: C[O:2][C:3]1[CH:4]=[C:5]([CH:11]=[CH:12][C:13]([C:15]2[CH:20]=[CH:19][CH:18]=[C:17]([OH:21])[CH:16]=2)=[O:14])[CH:6]=[CH:7][C:8]=1[O:9][CH3:10].C1C(C=O)=CC2OCOC=2C=1>>[OH:21][C:17]1[CH:16]=[C:15]([CH:20]=[CH:19][CH:18]=1)[C:13](=[O:14])[CH:12]=[CH:11][C:5]1[CH:6]=[CH:7][C:8]2[O:9][CH2:10][O:2][C:3]=2[CH:4]=1. Procedure details: Prepared in a similar manner as (4) from piperonal. Crude solids (26.7 g, 100%) were carried on directly to the next reaction step without chromatographic purification or characterization.